Dataset: the Open Reaction Database (ORD), a public repository of structured organic reaction records. Task: describe an organic reaction: reactants, conditions, products, and yield Conditions: temperature 70 celsius, time 2.5 hour. The reactants are [OH-].[Na+] (Sodium hydroxide), C(C)OC([C@H](CC1=CC=C(C=C1)OC\C=C(/C#CC1=CC=CC=C1)\C)OCC)=O ((Z)-(S)-2-ethoxy-3-[4-(3-methyl-5-phenyl-pent-2-en-4-ynyloxy)-phenyl]-propionic acid ethyl ester), C(C)O (ethanol). Reaction SMILES: [OH-].[Na+].C([O:5][C:6](=[O:31])[C@@H:7]([O:28][CH2:29][CH3:30])[CH2:8][C:9]1[CH:14]=[CH:13][C:12]([O:15][CH2:16]/[CH:17]=[C:18](/[CH3:27])\[C:19]#CC2C=CC=CC=2)=[CH:11][CH:10]=1)C.[CH2:32](O)[CH3:33]>>[C:8]1([C:33]2[CH:32]=[CH:14][CH:13]=[CH:12][CH:11]=2)[CH:9]=[CH:10][C:19](/[C:18](/[CH3:27])=[CH:17]/[CH2:16][O:15][C:12]2[CH:11]=[CH:10][C:9]([CH2:8][C@H:7]([O:28][CH2:29][CH3:30])[C:6]([OH:5])=[O:31])=[CH:14][CH:13]=2)=[CH:6][CH:7]=1 |f:0.1|. Procedure details: Sodium hydroxide (1N, 1.25 mL, 1.25 mmol) was added to a solution of (Z)-(S)-2-ethoxy-3-[4-(3-methyl-5-phenyl-pent-2-en-4-ynyloxy)-phenyl]-acid ethyl ester (example 3) (0.246 g, 0.627 mmol) in ethanol (20 mL) and the mixture stirred at 70° C. for 2.5 h. After cooling to room temperature the resulting mixture was partitioned between water (50 mL) and ethyl acetate (50 mL). The aqueous phase was collected, acidified with 1N hydrochloric acid (5 mL) and extracted into ethyl acetate (100 mL). The or... The product is C1(=CC=C(C=C1)/C(=C/COC1=CC=C(C=C1)C[C@@H](C(=O)O)OCC)/C)C1=CC=CC=C1 ((E)-(S)-3-[4-(3-biphenyl-4-yl-but-2-enyloxy)-phenyl]-2-ethoxy-propionic acid).